From a dataset of the Open Reaction Database (ORD), a public repository of structured organic reaction records. describe an organic reaction: reactants, conditions, products, and yield The reactants are N#CNC=Nc1ccc(-c2nc[nH]n2)cc1, CC(C)N, O. The product is CC(C)NC=Nc1ccc(-c2nc[nH]n2)cc1. Reaction SMILES: [C:1]([NH:2][CH:4]=[N:5][c:6]1[cH:7][cH:8][c:9](-[c:12]2[n:13][nH:14][cH:15][n:16]2)[cH:10][cH:11]1)#[N:3].[CH3:17][CH:18]([CH3:19])[NH2:20].[OH2:21]>>[CH:4](=[N:5][c:6]1[cH:7][cH:8][c:9](-[c:12]2[n:13][nH:14][cH:15][n:16]2)[cH:10][cH:11]1)[NH:20][CH:18]([CH3:17])[CH3:19]. Starting materials: C(C)(C)NC(C)C (diisopropyl amine), C(CCC)[Li] (n-butyllithium), N#N (N2), O1CCCC1 (tetrahydrofuran), C1(=CC=C(C=C1)C[C@@H]1CCC(N1CC1=CC=C(C=C1)OC)=O)C1=CC=CC=C1 ((S)-5-biphenyl-4-ylmethyl-1-(4-methoxy-benzyl)-pyrrolidin-2-one), O1CCCC1 (tetrahydrofuran), C(=O)=O (CO2). Conditions: time 1 hour. Yields the product C(C1=CC=CC=C1)(=O)[C@H]1C(N(C(C1)CC1=CC=C(C=C1)C1=CC=CC=C1)\C=C\C1=CC=CC=C1)=O ((S)-3-Benzoyl-5-biphenyl-4-ylmethyl-1-((E)-styryl)-pyrrolidin-2-one). Reaction SMILES: [CH:1](NC(C)C)([CH3:3])[CH3:2].[CH2:8]([Li])CCC.N#N.[C:15]1([C:37]2[CH:42]=[CH:41][CH:40]=[CH:39][CH:38]=2)[CH:20]=[CH:19][C:18]([CH2:21][C@H:22]2[N:26]([CH2:27][C:28]3[CH:33]=[CH:32][C:31](OC)=[CH:30][CH:29]=3)[C:25](=[O:36])[CH2:24][CH2:23]2)=[CH:17][CH:16]=1.C(=O)=O.[O:46]1[CH2:50][CH2:49][CH2:48][CH2:47]1>>[C:50]([C@@H:24]1[CH2:23][CH:22]([CH2:21][C:18]2[CH:19]=[CH:20][C:15]([C:37]3[CH:38]=[CH:39][CH:40]=[CH:41][CH:42]=3)=[CH:16][CH:17]=2)[N:26](/[CH:27]=[CH:28]/[C:29]2[CH:30]=[CH:31][CH:32]=[CH:33][CH:8]=2)[C:25]1=[O:36])(=[O:46])[C:49]1[CH:3]=[CH:1][CH:2]=[CH:47][CH:48]=1. Procedure: To a solution of diisopropyl amine (2.4 g, 24.0 mmol) in 20 mL of anhydrous tetrahydrofuran is added n-butyllithium (8.8 mL, 22.0 mmol, 2.5 M in hexane) dropwise under N2 at −10˜15° C., stir at this temperature for 1 h, add a solution of (S)-2-Biphenyl-4-ylmethyl-5-oxo-pyrrolidine-1-carboxylic acid tert-butyl ester (3a, R1=t-butoxycarbonyl) (7.0 g, 20.0 mmol) in 10 mL of anhydrous tetrahydrofuran dropwise, stir for 1 h, introduce CO2 for 1 h, quench with saturated NH4Cl aqueous solution, extract...